Dataset: the Open Reaction Database (ORD), a public repository of structured organic reaction records. Task: describe an organic reaction: reactants, conditions, products, and yield Reactants: O=C(OC(Cl)(Cl)Cl)OC(Cl)(Cl)Cl, NC1CC1, Nc1ccc2nc(NC3CCc4ccccc43)ccc2c1. Product: O=C(Nc1ccc2nc(NC3CCc4ccccc43)ccc2c1)NC1CC1. As a reaction SMILES: [C:1]([O:2][C:3]([Cl:4])([Cl:5])[Cl:6])([O:7][C:8]([Cl:9])([Cl:10])[Cl:11])=[O:12].[CH:13]1([NH2:16])[CH2:14][CH2:15]1.[CH:17]1([NH:26][c:27]2[n:28][c:29]3[cH:30][cH:31][c:32]([NH2:37])[cH:33][c:34]3[cH:35][cH:36]2)[CH2:18][CH2:19][c:20]2[cH:21][cH:22][cH:23][cH:24][c:25]21>>[C:1](=[O:12])([NH:16][CH:13]1[CH2:14][CH2:15]1)[NH:37][c:32]1[cH:31][cH:30][c:29]2[n:28][c:27]([NH:26][CH:17]3[CH2:18][CH2:19][c:20]4[cH:21][cH:22][cH:23][cH:24][c:25]43)[cH:36][cH:35][c:34]2[cH:33]1. Starting materials: ClC(Cl)(Cl)Cl, Cc1cncs1, CC(=O)O, CC(=O)[O-], O=S([O-])c1ccc(Cl)cc1, O=C(O)CCC(O)=NCl, [K+], CC(C)(C#N)N=NC(C)(C)C#N, [Na+]. The product is O=S(=O)(Cc1cncs1)c1ccc(Cl)cc1. RXN SMILES: [C:48]([Cl:49])([Cl:50])([Cl:51])[Cl:52].[CH3:1][c:2]1[cH:3][n:4][cH:5][s:6]1.[CH3:28][C:29](=[O:30])[OH:31].[CH3:44][C:45](=[O:46])[O-:47].[Cl:32][c:33]1[cH:34][cH:35][c:36]([S:39](=[O:40])[O-:41])[cH:37][cH:38]1.[Cl:7][N:8]=[C:9]([OH:10])[CH2:11][CH2:12][C:13]([OH:14])=[O:15].[K+:43].[N:16]([C:17]([CH3:18])([CH3:19])[C:20]#[N:21])=[N:22][C:23]([CH3:24])([CH3:25])[C:26]#[N:27].[Na+:42]>>[CH2:1]([c:2]1[cH:3][n:4][cH:5][s:6]1)[S:39]([c:36]1[cH:35][cH:34][c:33]([Cl:32])[cH:38][cH:37]1)(=[O:40])=[O:41]. Reactants: CC1(OB(OC1(C)C)C1=C2C=NNC2=CC(=C1)C(F)(F)F)C (4-(4,4,5,5-Tetramethyl-1,3,2-dioxaborolan-2-yl)-6-(trifluoromethyl)-1H-indazole), NC1=NC=C(C=C1C(=O)N1CCN(CC1)C)Br ((2-amino-5-bromopyridin-3-yl)(4-methylpiperazin-1-yl)methanone), C([O-])([O-])=O.[Na+].[Na+] (sodium carbonate), PdCl2(dppf)CH2Cl2. Run at temperature 135 celsius. The product is C(=O)(C(F)(F)F)O (TFA), NC1=NC=C(C=C1C(=O)N1CCN(CC1)C)C1=C2C=NNC2=CC(=C1)C(F)(F)F ((2-amino-5-(6-(trifluoromethyl)-1H-indazol-4-yl)pyridin-3-yl)(4-methylpiperazin-1-yl)methanone). Isolated yield 75.2%. Reaction SMILES: CC1(C)C(C)(C)OB([C:9]2[CH:17]=[C:16]([C:18]([F:21])([F:20])[F:19])[CH:15]=[C:14]3[C:10]=2[CH:11]=[N:12][NH:13]3)O1.[NH2:23][C:24]1[C:29]([C:30]([N:32]2[CH2:37][CH2:36][N:35]([CH3:38])[CH2:34][CH2:33]2)=[O:31])=[CH:28][C:27](Br)=[CH:26][N:25]=1.[C:40](=[O:43])([O-])[O-:41].[Na+].[Na+]>>[C:40]([OH:41])([C:18]([F:21])([F:20])[F:19])=[O:43].[NH2:23][C:24]1[C:29]([C:30]([N:32]2[CH2:33][CH2:34][N:35]([CH3:38])[CH2:36][CH2:37]2)=[O:31])=[CH:28][C:27]([C:9]2[CH:17]=[C:16]([C:18]([F:19])([F:20])[F:21])[CH:15]=[C:14]3[C:10]=2[CH:11]=[N:12][NH:13]3)=[CH:26][N:25]=1 |f:2.3.4|. Reported procedure: 4-(4,4,5,5-Tetramethyl-1,3,2-dioxaborolan-2-yl)-6-(trifluoromethyl)-1H-indazole (20 mg, 0.064 mmol), (2-amino-5-bromopyridin-3-yl)(4-methylpiperazin-1-yl)methanone (PREPARATION x56, 1 mL, 0.096 mmol), sodium carbonate (27.2 mg, 0.256 mmol), and PdCl2(dppf)CH2Cl2 (5.23 mg, 6.41 μmol) were sealed in a vial, which was heated to 135° C. for 30 minutes in a microwave reactor. The reaction mixture was purified by preparative HPLC, eluting with ACN/H2O (containing 0.05% TFA). The product-containing fra... Yields the product CN(CCOC1=CC(=C(C=C1)N)OC1=CC=CC=C1)C (4-(2-Dimethylamino-ethoxy)-2-phenoxy-phenylamine). Reagents/catalysts: [Pd] (Pd—C). Run in C(C)(=O)OCC (ethyl acetate). Yield: 100.1%. Starting materials: CN(CCOC1=CC(=C(C=C1)[N+](=O)[O-])OC1=CC=CC=C1)C (dimethyl-[2-(4-nitro-3-phenoxy-phenoxy)-ethyl]-amine), [H][H] (hydrogen). Procedure: A mixture dimethyl-[2-(4-nitro-3-phenoxy-phenoxy)-ethyl]-amine (3.0 g, 9.9 mmol) and 5% Pd—C (0.6 g) in ethyl acetate (100 mL) was shaken under 50 psi of hydrogen for 20 hours. The mixture was filtered through Celite and evaporated, providing 2.7 g of the product, in quantitative yield; 1H NMR (CDCl3) δ 2.30 (s, 6H), 2.65 (t, J=5.7 Hz, 2H), 3.93 (t, J=5.7 Hz, 2H), 6.51 (d, J=2.6 Hz, 1H), 6.60 (dd, J=8.6 Hz, J=2.9 Hz, 1H), 6.74 (d, J=8.6 Hz, 1H), 6.95-7.00 (m, 2H), 7.06 (t, J=7.3 Hz, 1H), 7.28-7.... Reaction SMILES: [CH3:1][N:2]([CH3:22])[CH2:3][CH2:4][O:5][C:6]1[CH:11]=[CH:10][C:9]([N+:12]([O-])=O)=[C:8]([O:15][C:16]2[CH:21]=[CH:20][CH:19]=[CH:18][CH:17]=2)[CH:7]=1.[H][H]>C(OCC)(=O)C.[Pd]>[CH3:1][N:2]([CH3:22])[CH2:3][CH2:4][O:5][C:6]1[CH:11]=[CH:10][C:9]([NH2:12])=[C:8]([O:15][C:16]2[CH:21]=[CH:20][CH:19]=[CH:18][CH:17]=2)[CH:7]=1. Starting materials: [BH4-], C1CCCCC1, CO, COC(=O)C(C)Nc1ccc(F)c(F)c1F, [Na+], O. Product: CC(CO)Nc1ccc(F)c(F)c1F. Reaction SMILES: [BH4-:1].[CH2:22]1[CH2:23][CH2:24][CH2:25][CH2:26][CH2:27]1.[CH3:19][OH:20].[F:3][c:4]1[c:5]([NH:6][CH:7]([C:8](=[O:9])[O:10][CH3:11])[CH3:12])[cH:13][cH:14][c:15]([F:18])[c:16]1[F:17].[Na+:2].[OH2:21]>>[F:3][c:4]1[c:5]([NH:6][CH:7]([CH2:8][OH:9])[CH3:12])[cH:13][cH:14][c:15]([F:18])[c:16]1[F:17].